This data is from the Open Reaction Database (ORD), a public repository of structured organic reaction records. The task is: describe an organic reaction: reactants, conditions, products, and yield The reactants are O=c1[nH]nc(Cl)c2cc(Br)ccc12, CC(C)(C)[O-], CCOC(C)=O, NCc1cc(Cl)cc(Cl)c1, [Na+], O=C(C=Cc1ccccc1)C=Cc1ccccc1, O=C(C=Cc1ccccc1)C=Cc1ccccc1, O=C(C=Cc1ccccc1)C=Cc1ccccc1, [Pd], [Pd]. Product: O=c1[nH]nc(Cl)c2cc(NCc3cc(Cl)cc(Cl)c3)ccc12. Reaction SMILES: [Br:1][c:2]1[cH:3][c:4]2[c:5]([Cl:13])[n:6][nH:7][c:8](=[O:12])[c:9]2[cH:10][cH:11]1.[CH3:24][C:25]([CH3:26])([O-:27])[CH3:28].[CH3:30][CH2:31][O:32][C:33]([CH3:34])=[O:35].[Cl:14][c:15]1[cH:16][c:17]([CH2:18][NH2:19])[cH:20][c:21]([Cl:23])[cH:22]1.[Na+:29].[O:38]=[C:39]([CH:40]=[CH:41][c:42]1[cH:43][cH:44][cH:45][cH:46][cH:47]1)[CH:48]=[CH:49][c:50]1[cH:51][cH:52][cH:53][cH:54][cH:55]1.[O:56]=[C:57]([CH:58]=[CH:59][c:60]1[cH:61][cH:62][cH:63][cH:64][cH:65]1)[CH:66]=[CH:67][c:68]1[cH:69][cH:70][cH:71][cH:72][cH:73]1.[O:74]=[C:75]([CH:76]=[CH:77][c:78]1[cH:79][cH:80][cH:81][cH:82][cH:83]1)[CH:84]=[CH:85][c:86]1[cH:87][cH:88][cH:89][cH:90][cH:91]1.[Pd:36].[Pd:37]>>[c:2]1([NH:19][CH2:18][c:17]2[cH:16][c:15]([Cl:14])[cH:22][c:21]([Cl:23])[cH:20]2)[cH:3][c:4]2[c:5]([Cl:13])[n:6][nH:7][c:8](=[O:12])[c:9]2[cH:10][cH:11]1. Starting materials: C(C#C)Br (propargyl bromide), [H-].[Na+] (Sodium hydride), FC=1C=C(C=C(C1)F)[C@@]1(CNC2(CCCC2)C(N1)=O)C ((8R)-8-(3,5-difluorophenyl)-8-methyl-6,9-diazaspiro[4.5]decan-10-one), FC=1C=C(C=C(C1)F)[C@@]1(CNC2(CCCC2)C(N1)=O)C ((8R)-8-(3,5-difluorophenyl)-8-methyl-6,9-diazaspiro[4.5]decan-10-one). Solvent: CN(C)C=O (DMF). Run at time 16 hour. Product: FC=1C=C(C=C(C1)F)[C@@]1(CNC2(CCCC2)C(N1CC#C)=O)C ((8R)-8-(3,5-Difluorophenyl)-8-methyl-9-prop-2-yn-1-yl-6,9-diazaspiro[4.5]decan-10-one). RXN SMILES: [H-].[Na+].[F:3][C:4]1[CH:5]=[C:6]([C@@:11]2([CH3:22])[NH:20][C:19](=[O:21])[C:14]3([CH2:18][CH2:17][CH2:16][CH2:15]3)[NH:13][CH2:12]2)[CH:7]=[C:8]([F:10])[CH:9]=1.[CH2:23](Br)[C:24]#[CH:25]>CN(C=O)C>[F:3][C:4]1[CH:5]=[C:6]([C@@:11]2([CH3:22])[N:20]([CH2:25][C:24]#[CH:23])[C:19](=[O:21])[C:14]3([CH2:15][CH2:16][CH2:17][CH2:18]3)[NH:13][CH2:12]2)[CH:7]=[C:8]([F:10])[CH:9]=1 |f:0.1|. Reported procedure: Sodium hydride (86.0 mg, 2.15 mmol, 60% dispersion in mineral oil) was added to a solution of (8R)-8-(3,5-difluorophenyl)-8-methyl-6,9-diazaspiro[4.5]decan-10-one (502 mg, 1.791 mmol, described in Intermediate 1) in 5 ml of DMF. When the gas evolution had ceased, propargyl bromide (320 mg, 2.15 mmol, 80 wt % in toluene) was added to the solution at ambient temperature. After 16 hours, the reaction was quenched with water (20 mL) and extracted with CH2Cl2 (3×20 ml). The combined organic layers we... The reactants are BrC=1C=NN(C1)CC(=O)O (2-(4-bromo-1H-pyrazol-1-yl)acetic acid), CC1(OB(OC1(C)C)C1=CCN(CC1)C(=O)OC(C)(C)C)C (tert-butyl 4-(4,4,5,5-tetramethyl-1,3,2-dioxaborolan-2-yl)-5,6-dihydropyridine-1(2H)-carboxylate), CC(OCC)=O (EA). The reagents and catalysts are C=1C=CC(=CC1)[P](C=2C=CC=CC2)(C=3C=CC=CC3)[Pd]([P](C=4C=CC=CC4)(C=5C=CC=CC5)C=6C=CC=CC6)([P](C=7C=CC=CC7)(C=8C=CC=CC8)C=9C=CC=CC9)[P](C=1C=CC=CC1)(C=1C=CC=CC1)C=1C=CC=CC1 (Pd(PPh3)4). Solvent: O1CCOCC1 (dioxane), C(=O)([O-])[O-].[K+].[K+] (K2CO3). Reaction conditions: temperature 100 celsius. Yields the product C(C)(C)(C)OC(=O)N1CCC(=CC1)C=1C=NN(C1)CC(=O)O (4-(1-Carboxymethyl-1H-pyrazol-4-yl)-3,6-dihydro-2H-pyridine-1-carboxylic acid tert-butyl ester). Yield: 88.0%. RXN SMILES: Br[C:2]1[CH:3]=[N:4][N:5]([CH2:7][C:8]([OH:10])=[O:9])[CH:6]=1.CC1(C)C(C)(C)OB([C:19]2[CH2:24][CH2:23][N:22]([C:25]([O:27][C:28]([CH3:31])([CH3:30])[CH3:29])=[O:26])[CH2:21][CH:20]=2)O1.CC(=O)OCC>O1CCOCC1.C([O-])([O-])=O.[K+].[K+].C1C=CC([P]([Pd]([P](C2C=CC=CC=2)(C2C=CC=CC=2)C2C=CC=CC=2)([P](C2C=CC=CC=2)(C2C=CC=CC=2)C2C=CC=CC=2)[P](C2C=CC=CC=2)(C2C=CC=CC=2)C2C=CC=CC=2)(C2C=CC=CC=2)C2C=CC=CC=2)=CC=1>[C:28]([O:27][C:25]([N:22]1[CH2:21][CH:20]=[C:19]([C:2]2[CH:3]=[N:4][N:5]([CH2:7][C:8]([OH:10])=[O:9])[CH:6]=2)[CH2:24][CH2:23]1)=[O:26])([CH3:31])([CH3:29])[CH3:30] |f:4.5.6,^1:54,56,75,94|. Reported procedure: A mixture of 2-(4-bromo-1H-pyrazol-1-yl)acetic acid (867 mg), tert-butyl 4-(4,4,5,5-tetramethyl-1,3,2-dioxaborolan-2-yl)-5,6-dihydropyridine-1(2H)-carboxylate (1.2 g) and Pd(PPh3)4 (232 mg) in dioxane (15 mL) and sat. K2CO3 (7.5 mL) was heated at 100° C. overnight. After cooling down, EA was added and the mixture was washed with water and brine. The combined aq. layers were acidified to pH=2 with NaHSO4 and extracted with EA. The org. layers from the second extraction were dried (MgSO4), filtere... Starting materials: [H-].[Na+] (Sodium hydride), C1(=CC=CC=C1)CC(C)=O (phenyl acetone), ClC1=C(C=CCBr)C=CC=C1 (o-chlorocinnamyl bromide). The solvent is C(OC)COC (glyme), C(OC)COC (glyme), CCOCC (ether). The product is ClC1=C(C=CC=C1)C=CCC(C(C)=O)C1=CC=CC=C1 (6-(o-Chlorophenyl)-3-phenyl-5-hexen-2-one). As a reaction SMILES: [H-].[Na+].[C:3]1([CH2:9][C:10](=[O:12])[CH3:11])[CH:8]=[CH:7][CH:6]=[CH:5][CH:4]=1.[Cl:13][C:14]1[CH:23]=[CH:22][CH:21]=[CH:20][C:15]=1[CH:16]=[CH:17][CH2:18]Br>C(COC)OC.CCOCC>[Cl:13][C:14]1[CH:23]=[CH:22][CH:21]=[CH:20][C:15]=1[CH:16]=[CH:17][CH2:18][CH:9]([C:3]1[CH:8]=[CH:7][CH:6]=[CH:5][CH:4]=1)[C:10](=[O:12])[CH3:11] |f:0.1|. Procedure: Sodium hydride (6.30 g., 0.15 mole, oil dispersion) is suspended in glyme (200 ml.) and phenyl acetone (20.13 g., 0.15 mole) is added dropwise with stirring. After complete addition, the mixture is heated to reflux for one hour. The mixture is cooled to room temperature, and a solution of crude o-chlorocinnamyl bromide (39.05 g., 0.17 mole) in glyme (100 ml.) is added dropwise with stirring. When addition is complete, the mixture is heated on a steam bath for 24 hours then allowed to cool. Filtr... Starting materials: C1COCCO1, CO, COC(=O)CNC(=O)c1cc(I)ccn1, Cc1ccc(B(O)O)cc1, [K+], [K+], [K+], O=P([O-])([O-])[O-]. Product: COC(=O)CNC(=O)c1cc(-c2ccc(C)cc2)ccn1. Reaction SMILES: [CH2:36]1[O:37][CH2:38][CH2:39][O:40][CH2:41]1.[CH3:16][OH:17].[CH3:1][O:2][C:3]([CH2:4][NH:5][C:6](=[O:7])[c:8]1[n:9][cH:10][cH:11][c:12]([I:14])[cH:13]1)=[O:15].[CH3:26][c:27]1[cH:28][cH:29][c:30]([B:33]([OH:34])[OH:35])[cH:31][cH:32]1.[K+:23].[K+:24].[K+:25].[P:18]([O-:19])([O-:20])([O-:21])=[O:22]>>[CH3:1][O:2][C:3]([CH2:4][NH:5][C:6](=[O:7])[c:8]1[n:9][cH:10][cH:11][c:12](-[c:30]2[cH:29][cH:28][c:27]([CH3:26])[cH:32][cH:31]2)[cH:13]1)=[O:15].